Dataset: the Open Reaction Database (ORD), a public repository of structured organic reaction records. Task: describe an organic reaction: reactants, conditions, products, and yield Starting materials: [OH-].[Na+] (Sodium hydroxide), C(C)OC(CN(C(C1=CC(=CC(=C1)OCCCCCCCCCCCCCCCCCC)OCCCOC1=CC=CC=C1)=O)CC(=O)OCC)=O (N-(2-ethoxy-2-oxoethyl)-N-[3-[3-(phenoxy)propoxy]-5-(octadecyloxy)benzoyl]glycine ethyl ester). Product: C(=O)(O)CN(CC(=O)O)C(C1=CC(=CC(=C1)OCCCCCCCCCCCCCCCCCC)OCCCOC1=CC=CC=C1)=O (N-(carboxymethyl)-N-[3-[3-(phenoxy)propoxy]-5-(octadecyloxy)benzoyl]glycine). As a reaction SMILES: [OH-].[Na+].C([O:5][C:6](=[O:53])[CH2:7][N:8]([CH2:47][C:48]([O:50]CC)=[O:49])[C:9](=[O:46])[C:10]1[CH:15]=[C:14]([O:16][CH2:17][CH2:18][CH2:19][CH2:20][CH2:21][CH2:22][CH2:23][CH2:24][CH2:25][CH2:26][CH2:27][CH2:28][CH2:29][CH2:30][CH2:31][CH2:32][CH2:33][CH3:34])[CH:13]=[C:12]([O:35][CH2:36][CH2:37][CH2:38][O:39][C:40]2[CH:45]=[CH:44][CH:43]=[CH:42][CH:41]=2)[CH:11]=1)C>>[C:48]([CH2:47][N:8]([C:9](=[O:46])[C:10]1[CH:15]=[C:14]([O:16][CH2:17][CH2:18][CH2:19][CH2:20][CH2:21][CH2:22][CH2:23][CH2:24][CH2:25][CH2:26][CH2:27][CH2:28][CH2:29][CH2:30][CH2:31][CH2:32][CH2:33][CH3:34])[CH:13]=[C:12]([O:35][CH2:36][CH2:37][CH2:38][O:39][C:40]2[CH:41]=[CH:42][CH:43]=[CH:44][CH:45]=2)[CH:11]=1)[CH2:7][C:6]([OH:53])=[O:5])([OH:50])=[O:49] |f:0.1|. Reported procedure: Sodium hydroxide hydrolysis of N-(2-ethoxy-2-oxoethyl)-N-[3-[3-(phenoxy)propoxy]-5-(octadecyloxy)benzoyl]glycine ethyl ester as in Example 11 gave N-(carboxymethyl)-N-[3-[3-(phenoxy)propoxy]-5-(octadecyloxy)benzoyl]glycine, mp 86°-90°. Starting materials: S=C=S, CO, ClCCl, NCCNCCN1CCC(c2cn(-c3ccc(F)cc3)c3cc(Cl)ccc23)CC1. Product: Fc1ccc(-n2cc(C3CCN(CCN4CCNC4=S)CC3)c3ccc(Cl)cc32)cc1. Reaction SMILES: [C:30](=[S:31])=[S:32].[CH3:33][OH:34].[Cl:35][CH2:36][Cl:37].[NH2:1][CH2:2][CH2:3][NH:4][CH2:5][CH2:6][N:7]1[CH2:8][CH2:9][CH:10]([c:13]2[cH:14][n:15](-[c:23]3[cH:24][cH:25][c:26]([F:29])[cH:27][cH:28]3)[c:16]3[cH:17][c:18]([Cl:22])[cH:19][cH:20][c:21]23)[CH2:11][CH2:12]1>>[NH:1]1[CH2:2][CH2:3][N:4]([CH2:5][CH2:6][N:7]2[CH2:8][CH2:9][CH:10]([c:13]3[cH:14][n:15](-[c:23]4[cH:24][cH:25][c:26]([F:29])[cH:27][cH:28]4)[c:16]4[cH:17][c:18]([Cl:22])[cH:19][cH:20][c:21]34)[CH2:11][CH2:12]2)[C:30]1=[S:31]. Reactants: 251c, title compounds, C(=O)(C(F)(F)F)O (TFA), NC1=CC2=C(CCN(CC2)C[C@@H](C)O)C=C1OC ((R)-1-(7-Amino-8-methoxy-1,2,4,5-tetrahydro-3-benzazepin-3-yl)-propan-2-ol), CS(=O)C1=NN2C(C=N1)=CC=C2C2=C(C=CC=C2)OC (2-methanesulfinyl-7-(2-methoxy-phenyl)-pyrrolo[2,1-f][1,2,4]triazine). Product: COC1=CC2=C(CCN(CC2)C[C@@H](C)O)C=C1NC1=NN2C(C=N1)=CC=C2C2=C(C=CC=C2)OC ((R)-1-{7-Methoxy-8-[7-(2-methoxy-phenyl)-pyrrolo[2,1-f][1,2,4]triazin-2-ylamino]-1,2,4,5-tetrahydro-benzo[d]azepin-3-yl}-propan-2-ol). Reported procedure: Following a procedure analogous to 251c, (R)-1-(7-Amino-8-methoxy-1,2,4,5-tetrahydro-3-benzazepin-3-yl)-propan-2-ol (0.139 g, 0.557 mmol) and 2-methanesulfinyl-7-(2-methoxy-phenyl)-pyrrolo[2,1-f][1,2,4]triazine (64 mg, 0.22 mol) were converted to the title compounds (22.66 mgs) as a TFA salt. H-NMR (CDCl3) δ 9.30 (broad s, 1H, TFA), 8.96 (s, 1H), 7.97 (s, 1H), 7.82 (d, J=7.6 Hz, 1H), 7.61 (s, 1H), 7.50-7.45 (m, 1H), 7.26-7.21 (m, 1H), 7.14-7.09 (m, 1H), 6.99-6.93 (m, 2H), 6.93 (s, 1H), 4.22-4.12... RXN SMILES: [NH2:1][C:2]1[C:16]([O:17][CH3:18])=[CH:15][C:5]2[CH2:6][CH2:7][N:8]([CH2:11][C@H:12]([OH:14])[CH3:13])[CH2:9][CH2:10][C:4]=2[CH:3]=1.CS([C:22]1[N:27]=[CH:26][C:25]2=[CH:28][CH:29]=[C:30]([C:31]3[CH:36]=[CH:35][CH:34]=[CH:33][C:32]=3[O:37][CH3:38])[N:24]2[N:23]=1)=O.C(O)(C(F)(F)F)=O>>[CH3:18][O:17][C:16]1[C:2]([NH:1][C:22]2[N:27]=[CH:26][C:25]3=[CH:28][CH:29]=[C:30]([C:31]4[CH:36]=[CH:35][CH:34]=[CH:33][C:32]=4[O:37][CH3:38])[N:24]3[N:23]=2)=[CH:3][C:4]2[CH2:10][CH2:9][N:8]([CH2:11][C@H:12]([OH:14])[CH3:13])[CH2:7][CH2:6][C:5]=2[CH:15]=1. Reactants: CC(=O)OC(C)=O, COC(=O)c1ccsc1, CC(=O)O, O=[N+]([O-])O. Yields the product COC(=O)c1csc([N+](=O)[O-])c1. As a reaction SMILES: [CH3:14][C:15]([O:16][C:17](=[O:18])[CH3:19])=[O:20].[CH3:1][O:2][C:3](=[O:4])[c:5]1[cH:6][s:7][cH:8][cH:9]1.[CH3:21][C:22](=[O:23])[OH:24].[OH:10][N+:11]([O-:12])=[O:13]>>[CH3:1][O:2][C:3](=[O:4])[c:5]1[cH:6][s:7][c:8]([N+:11](=[O:10])[O-:12])[cH:9]1. Starting materials: COC(=O)c1cc(N)cc(Br)c1, CCOC(C)=O, O=C(Cl)CCCCl, ClCCl. Product: COC(=O)c1cc(Br)cc(NC(=O)CCCCl)c1. As a reaction SMILES: [CH3:1][O:2][C:3]([c:4]1[cH:5][c:6]([NH2:11])[cH:7][c:8]([Br:10])[cH:9]1)=[O:12].[CH3:23][CH2:24][O:25][C:26]([CH3:27])=[O:28].[Cl:13][CH2:14][CH2:15][CH2:16][C:17](=[O:18])[Cl:19].[Cl:20][CH2:21][Cl:22]>>[CH3:1][O:2][C:3]([c:4]1[cH:5][c:6]([NH:11][C:17]([CH2:16][CH2:15][CH2:14][Cl:13])=[O:18])[cH:7][c:8]([Br:10])[cH:9]1)=[O:12].